From a dataset of the Open Reaction Database (ORD), a public repository of structured organic reaction records. describe an organic reaction: reactants, conditions, products, and yield Reactants: S(=O)([O-])S(=O)[O-].[Na+].[Na+] (sodium dithionite), [OH-].[Li+] (lithium hydroxide), OO (hydrogen peroxide), C(C1=CC=CC=C1)[C@@H]1N(C(OC1)=O)C([C@H](CC1=CC=C(C=C1)O)OC1=CC=C(C=C1)C(C)C)=O ((S)-4-benzyl-3-[(S)-3-(4-hydroxyphenyl)-2-(4-isopropylphenoxy)propionyl]oxazolidine-2-one). Run in CO (methanol), O1CCCC1 (tetrahydrofuran), O (water). Conditions: time 6 hour. The product is OC1=CC=C(C=C1)C[C@@H](C(=O)O)OC1=CC=C(C=C1)C(C)C ((S)-3-(4-hydroxyphenyl)-2-(4-isopropylphenoxy)propionic acid). Yield: 86.6%. Reaction SMILES: [OH-].[Li+].OO.C([C@H]1COC(=O)N1[C:18](=[O:38])[C@@H:19]([O:28][C:29]1[CH:34]=[CH:33][C:32]([CH:35]([CH3:37])[CH3:36])=[CH:31][CH:30]=1)[CH2:20][C:21]1[CH:26]=[CH:25][C:24]([OH:27])=[CH:23][CH:22]=1)C1C=CC=CC=1.S(S([O-])=O)([O-])=[O:40].[Na+].[Na+]>CO.O1CCCC1.O>[OH:27][C:24]1[CH:23]=[CH:22][C:21]([CH2:20][C@H:19]([O:28][C:29]2[CH:30]=[CH:31][C:32]([CH:35]([CH3:36])[CH3:37])=[CH:33][CH:34]=2)[C:18]([OH:38])=[O:40])=[CH:26][CH:25]=1 |f:0.1,4.5.6|. Procedure: A mixture of aqueous lithium hydroxide solution (1N, 57.0 ml) and aqueous hydrogen peroxide solution (31%, 6.34 ml) was added dropwise to a suspension of (S)-4-benzyl-3-[(S)-3-(4-hydroxyphenyl)-2-(4-isopropylphenoxy)propionyl]oxazolidine-2-one (10.6 g), which is the product of Reference example 29(d), in a mixture of methanol (140 ml) and tetrahydrofuran (15 ml). After the mixture was stirred at ambient temperature for 6 hours, a solution of sodium dithionite (10.1 g) in water (50 ml) was added ... The reactants are OO (hydrogen peroxide), NC1=NC(=CC(=N1)OS(=O)(=O)C1=CC=C(C)C=C1)N (2,6-diamino-4-tosyloxypyrmidine), O1CCCC1 (tetrahydrofuran), C(C)(=O)OC(C)=O (acetic anhydride). Product: C(C)(=O)NC1=CC(=NC(N1OC(C)=O)=N)OS(=O)(=O)C1=CC=C(C=C1)C (6-acetamido-1,2-dihydro-1-acetoxy-2-imino-4-p-toluenesulfonyloxy-pyrimidine). Yield: 68.0%. Reaction SMILES: [NH2:1][C:2]1[N:7]=[C:6]([O:8][S:9]([C:12]2[CH:18]=[CH:17][C:15]([CH3:16])=[CH:14][CH:13]=2)(=[O:11])=[O:10])[CH:5]=[C:4]([NH2:19])[N:3]=1.OO.[C:22]([O:25]C(=O)C)(=[O:24])[CH3:23].[O:29]1CC[CH2:31][CH2:30]1>>[C:30]([NH:19][C:4]1[N:3]([O:25][C:22](=[O:24])[CH3:23])[C:2](=[NH:1])[N:7]=[C:6]([O:8][S:9]([C:12]2[CH:18]=[CH:17][C:15]([CH3:16])=[CH:14][CH:13]=2)(=[O:11])=[O:10])[CH:5]=1)(=[O:29])[CH3:31]. Reported procedure: 84 g (0.3 mole) of 2,6-diamino-4-tosyloxypyrmidine are added to 1200 ml of anhydrous tetrahydrofuran. 40 ml of a 70% aqueous hydrogen peroxide solution are dropped to the obtained suspension at room temperature while stirring, whereupon the material is dissolved. While stirring 200 ml of acetic anhydride are added to the solution at 40° C. in an hour. After adding the mixture is stirred at 60° C. for further two hours. Then the solvent is evaporated in vacuo and the residue is allowed to stand i... The reactants are [H-].[Na+] (NaH), O=C1C(N(CCN1)C(=O)OC(C)(C)C)C(C1=CC=C(C=C1)F)O (t-Butyl 3-Oxo-2-(α-hydroxy-4-fluorobenzyl)-1-piperazine carboxylate), O (water), COCCOCCl ((2-methoxyethoxy)methyl chloride). Run in CCCCCC (hexane), CN(C=O)C (dimethylformamide), CN(C=O)C (DMF), CN(C=O)C (DMF). Conditions: temperature 0 celsius, time 30 minute. Product: O=C1C(N(CCN1)C(=O)OC(C)(C)C)C(C1=CC=C(C=C1)F)OCOCCOC (t-Butyl 3-Oxo-2-(α-(2-methoxyethoxy)methoxy-4-fluorobenzyl)-1-piperazine carboxylate). As a reaction SMILES: [H-].[Na+].[O:3]=[C:4]1[NH:9][CH2:8][CH2:7][N:6]([C:10]([O:12][C:13]([CH3:16])([CH3:15])[CH3:14])=[O:11])[CH:5]1[CH:17]([OH:25])[C:18]1[CH:23]=[CH:22][C:21]([F:24])=[CH:20][CH:19]=1.[CH3:26][O:27][CH2:28][CH2:29][O:30][CH2:31]Cl.O>CCCCCC.CN(C)C=O>[O:3]=[C:4]1[NH:9][CH2:8][CH2:7][N:6]([C:10]([O:12][C:13]([CH3:16])([CH3:14])[CH3:15])=[O:11])[CH:5]1[CH:17]([O:25][CH2:26][O:27][CH2:28][CH2:29][O:30][CH3:31])[C:18]1[CH:19]=[CH:20][C:21]([F:24])=[CH:22][CH:23]=1 |f:0.1|. Procedure details: To 0.13 g (0.0054 mole) of NaH (0.22 g of a 61% dispersion in oil, washed with hexane) in 10 ml of dimethylformamide (DMF) was added 1.6 g of 35 in 20 ml of dry DMF, and the mixture stirred at 0° C. for 30 minutes. A solution of 0.67 g (0.0055 mole) of (2-methoxyethoxy)methyl chloride in 5 ml of dry DMF was added and the mixture allowed to warm to room temperature, stirred for 1 hour, and poured into 50 ml of water. The product was extracted into ethyl acetate and the extract washed with brine a... The reactants are O=Cc1ccccc1Br, Clc1ccc(Br)cc1, [Li]CCCC, CCCCCC. Product: OC(c1ccc(Cl)cc1)c1ccccc1Br. RXN SMILES: [Br:14][c:15]1[c:16]([CH:17]=[O:18])[cH:19][cH:20][cH:21][cH:22]1.[Br:1][c:2]1[cH:3][cH:4][c:5]([Cl:8])[cH:6][cH:7]1.[CH2:9]([Li:10])[CH2:11][CH2:12][CH3:13].[CH3:23][CH2:24][CH2:25][CH2:26][CH2:27][CH3:28]>>[c:2]1([CH:17]([c:16]2[c:15]([Br:14])[cH:22][cH:21][cH:20][cH:19]2)[OH:18])[cH:3][cH:4][c:5]([Cl:8])[cH:6][cH:7]1. Reactants: CC(=O)OC(C)=O, O=C(O)c1cc(-c2ccc(F)cc2)ccc1O, c1ccncc1. The product is CC(=O)Oc1ccc(-c2ccc(F)cc2)cc1C(=O)O. RXN SMILES: [CH3:18][C:19](=[O:20])[O:21][C:22](=[O:23])[CH3:24].[OH:1][c:2]1[c:3]([C:4](=[O:5])[OH:6])[cH:7][c:8](-[c:11]2[cH:12][cH:13][c:14]([F:17])[cH:15][cH:16]2)[cH:9][cH:10]1.[cH:25]1[cH:26][cH:27][n:28][cH:29][cH:30]1>>[O:1]([c:2]1[c:3]([C:4](=[O:5])[OH:6])[cH:7][c:8](-[c:11]2[cH:12][cH:13][c:14]([F:17])[cH:15][cH:16]2)[cH:9][cH:10]1)[C:19]([CH3:18])=[O:20].